The task is: describe an organic reaction: reactants, conditions, products, and yield. This data is from the Open Reaction Database (ORD), a public repository of structured organic reaction records. Reported procedure: n-BuLi (1.6M, 6 ml) was added over 5 min. to a stirred, cooled (-10°) solution of cyclohexylisopropylamine (1.64 ml) in dry THF (10 ml) under nitrogen. After 5 min., the solution was cooled to -78° and 15 min. later tert-butyl acetate (1.35 ml) was added over 5 min. After 20 min. cis-1,4-dichloro-2-butene (4 ml) was added and the mixture was allowed to warm to 10° over 4 h. The mixture was diluted with 1N HCl (25 ml) and extracted with ER (2×30 ml). The combined extracts were successively washed... Reactants: [Li]CCCC (n-BuLi), C1(CCCCC1)NC(C)C (cyclohexylisopropylamine), ClC\C=C/CCl (cis-1,4-dichloro-2-butene), C(C)(=O)OC(C)(C)C (tert-butyl acetate). The product is ClC\C=C/CCC(=O)OC(C)(C)C (Z-1,1-Dimethylethyl 6-Chloro-4-hexenoate). Reaction conditions: time 5 minute. Reaction SMILES: [Li]CCCC.C1(NC(C)C)CCCCC1.[C:16]([O:19][C:20]([CH3:23])([CH3:22])[CH3:21])(=[O:18])[CH3:17].[Cl:24][CH2:25]/[CH:26]=[CH:27]\[CH2:28]Cl>C1COCC1.Cl>[Cl:24][CH2:25]/[CH:26]=[CH:27]\[CH2:28][CH2:17][C:16]([O:19][C:20]([CH3:23])([CH3:22])[CH3:21])=[O:18]. The solvent is C1CCOC1 (THF), Cl (HCl).